Dataset: the Open Reaction Database (ORD), a public repository of structured organic reaction records. Task: describe an organic reaction: reactants, conditions, products, and yield Reactants: N1(CCCC1)CCNC1=NN2C(C=3CCCCC13)=NN=C2 (6-[2-(1-pyrrolidinyl)ethylamino]-7,8,9,10-tetrahydro-1,2,4-triazolo[3,4-a]phthalazine), P(O)(O)(O)=O (phosphoric acid). Run in C(C)O (ethanol), C(C)O (ethanol). Yields the product OP(O)(=O)OP(=O)(O)O.N1(CCCC1)CCNC1=NN2C(C=3CCCCC13)=NN=C2 (6-[2-(1-pyrrolidinyl)ethylamino]-7,8,9,10-tetrahydro-1,2,4-triazolo[3,4-a]phthalazine diphosphate). Reaction SMILES: [N:1]1([CH2:6][CH2:7][NH:8][C:9]2[C:18]3[CH2:17][CH2:16][CH2:15][CH2:14][C:13]=3[C:12]3=[N:19][N:20]=[CH:21][N:11]3[N:10]=2)[CH2:5][CH2:4][CH2:3][CH2:2]1.[P:22](=[O:26])([OH:25])([OH:24])[OH:23]>C(O)C>[OH:26][P:22]([O:25][P:22]([OH:25])([OH:24])=[O:23])(=[O:24])[OH:23].[N:1]1([CH2:6][CH2:7][NH:8][C:9]2[C:18]3[CH2:17][CH2:16][CH2:15][CH2:14][C:13]=3[C:12]3=[N:19][N:20]=[CH:21][N:11]3[N:10]=2)[CH2:2][CH2:3][CH2:4][CH2:5]1 |f:3.4|. Procedure: To a refluxing solution of 15.0 g of 6-[2-(1-pyrrolidinyl)ethylamino]-7,8,9,10-tetrahydro-1,2,4-triazolo[3,4-a]phthalazine in 45 ml of ethanol was slowly added a solution of 13.2 g of phosphoric acid in an equal volume of ethanol. An exothermic reaction with vigorous foaming took place. The resulting slurry was refluxed for 1 hour and then cooled. The solid was separated by filtration, washed with ethanol and with absolute ethanol, and then dried at 50° C. under reduced pressure to give 6-[2-(1-... Starting materials: Oc1cc(Cl)cc(Br)c1, O=C([O-])[O-], N#Cc1nccc(Cl)c1F, [K+], [K+], CN(C)C=O. Yields the product N#Cc1nccc(Cl)c1Oc1cc(Cl)cc(Br)c1. RXN SMILES: [Br:11][c:12]1[cH:13][c:14]([OH:19])[cH:15][c:16]([Cl:18])[cH:17]1.[C:20](=[O:21])([O-:22])[O-:23].[Cl:1][c:2]1[c:3]([F:10])[c:4]([C:8]#[N:9])[n:5][cH:6][cH:7]1.[K+:24].[K+:25].[O:26]=[CH:27][N:28]([CH3:29])[CH3:30]>>[Cl:1][c:2]1[c:3]([O:19][c:14]2[cH:13][c:12]([Br:11])[cH:17][c:16]([Cl:18])[cH:15]2)[c:4]([C:8]#[N:9])[n:5][cH:6][cH:7]1. Starting materials: Br, S=C(Cl)Cl, Nc1ccc2nccnc2c1Br, O. Yields the product S=C=Nc1ccc2nccnc2c1Br. As a reaction SMILES: [BrH:1].[Cl:14][C:15]([Cl:16])=[S:17].[NH2:2][c:3]1[c:4]([Br:13])[c:5]2[n:6][cH:7][cH:8][n:9][c:10]2[cH:11][cH:12]1.[OH2:18]>>[N:2]([c:3]1[c:4]([Br:13])[c:5]2[n:6][cH:7][cH:8][n:9][c:10]2[cH:11][cH:12]1)=[C:15]=[S:17]. The reactants are [OH-].[K+] (potassium hydroxide), Cl.NO (hydroxylamine hydrochloride), C(C)O (ethanol), C(C)O (ethanol), CC=1N(C(=CC1)C)C1=NN2C(CNCC2)=C1 (2-(2,5-dimethyl-1-pyrrolyl)-4,5,6,7-tetrahydropyrazolo[1,5-a]pyrazine). Solvent: O (water). Conditions: time 15 minute. Product: NC1=NN2C(CCCC2)=C1 (2-Amino-4,5,6,7-tetrahydropyrazolo[1,5-a]pyridine). RXN SMILES: [OH-].[K+].Cl.NO.CC1[N:8]([C:13]2[CH:21]=[C:16]3[CH2:17]N[CH2:19][CH2:20][N:15]3[N:14]=2)C(C)=CC=1.[CH2:22](O)C>O>[NH2:8][C:13]1[CH:21]=[C:16]2[CH2:17][CH2:22][CH2:19][CH2:20][N:15]2[N:14]=1 |f:0.1,2.3|. Procedure details: 8.19 g (146 mmole) potassium hydroxide, dissolved in 122 ml water and 122 ml ethanol, was added to 19.19 g (292 mmole) hydroxylamine hydrochloride in 200 ml ethanol. The mixture was stirred for 15 minutes, 12.5 g (58 mmole) 2-(2,5-dimethyl-1-pyrrolyl)-4,5,6,7-tetrahydropyrazolo[1,5-a]pyrazine added and heated for 30 hours under reflux. After removal of the ethanol the mixture was treated with ethyl acetate, filtered from solid material and the aqueous phase saturated with sodium chloride and ext... Starting materials: COC(=O)[C@@H]1[C@]2(C)[C@@H](CC1)[C@@H]1CC[C@H]3C[C@H](CC[C@]3(C)[C@H]1C(C2)=O)OS(=O)(=O)C2=CC=C(C=C2)C (17β-methoxycarbonyl-3β-toluene-p-sulphonyloxy-5α-androstan-11-one), Cl (hydrochloric acid). Run in N1=C(C=C(C=C1C)C)C (collidine). Yields the product COC(=O)[C@@H]1[C@]2(C)[C@@H](CC1)[C@@H]1CC[C@H]3CC=CC[C@]3(C)[C@H]1C(C2)=O (17β-Methoxycarbonyl-5α-androstan-2-en-11-one). Isolated yield 51.2%. RXN SMILES: [CH3:1][O:2][C:3]([C@H:5]1[CH2:10][CH2:9][C@H:8]2[C@H:11]3[C@H:21]([C:22](=[O:24])[CH2:23][C@:6]12[CH3:7])[C@:19]1([CH3:20])[C@H:14]([CH2:15][C@@H:16](OS(C2C=CC(C)=CC=2)(=O)=O)[CH2:17][CH2:18]1)[CH2:13][CH2:12]3)=[O:4].Cl>N1C(C)=CC(C)=CC=1C>[CH3:1][O:2][C:3]([C@H:5]1[CH2:10][CH2:9][C@H:8]2[C@H:11]3[C@H:21]([C:22](=[O:24])[CH2:23][C@:6]12[CH3:7])[C@:19]1([CH3:20])[C@H:14]([CH2:15][CH:16]=[CH:17][CH2:18]1)[CH2:13][CH2:12]3)=[O:4]. Procedure details: A solution of 17β-methoxycarbonyl-3β-toluene-p-sulphonyloxy-5α-androstan-11-one (1.01g.) in hot collidine (5 ml.) was refluxed for 30 minutes. The solution was cooled and poured into diluted hydrochloric acid and ice, and stirred. The product was filtered, washed with water, dried and purified by filtering it through a column of alumina, eluting with ether. The eluate was evaporated to a residue and crystallisation from ether and hexane gave title compound (340 mg.) as colourless rods; m.p. 169°...